Dataset: the Open Reaction Database (ORD), a public repository of structured organic reaction records. Task: describe an organic reaction: reactants, conditions, products, and yield Procedure details: A solution of 2,4-dioxo-N-(tetrahydro-2H-pyran-2-yloxy)-1,2,3,4-tetrahydroquinazoline-7-carboxamide (0.12 g, 0.39 mmol) in THF (1.6 mL), acetic acid (3.2 mL) and water (0.8 mL) was heated at 60° C. for 5 h. The mixture was concentrated to dryness. The residue was purified by preparative HPLC to afford N-hydroxy-2,4-dioxo-1,2,3,4-tetrahydroquinazoline-7-carboxamide (38 mg, 44%). LC-MS: (FA) ES+ 222; 1H NMR (400 MHz, DMSO) δ 11.42 (s, 1H), 11.40 (s, 1H), 11.28 (s, 1H), 9.21 (d, J=1.6 Hz, 1H), 7.92... As a reaction SMILES: [O:1]=[C:2]1[NH:11][C:10](=[O:12])[C:9]2[C:4](=[CH:5][C:6]([C:13]([NH:15][O:16]C3CCCCO3)=[O:14])=[CH:7][CH:8]=2)[NH:3]1>C1COCC1.C(O)(=O)C.O>[OH:16][NH:15][C:13]([C:6]1[CH:5]=[C:4]2[C:9]([C:10](=[O:12])[NH:11][C:2](=[O:1])[NH:3]2)=[CH:8][CH:7]=1)=[O:14]. Reactants: O=C1NC2=CC(=CC=C2C(N1)=O)C(=O)NOC1OCCCC1 (2,4-dioxo-N-(tetrahydro-2H-pyran-2-yloxy)-1,2,3,4-tetrahydroquinazoline-7-carboxamide). Isolated yield 44.1%. Solvent: C1CCOC1 (THF), C(C)(=O)O (acetic acid), O (water). Yields the product ONC(=O)C1=CC=C2C(NC(NC2=C1)=O)=O (N-hydroxy-2,4-dioxo-1,2,3,4-tetrahydroquinazoline-7-carboxamide).